Task: describe an organic reaction: reactants, conditions, products, and yield. Dataset: the Open Reaction Database (ORD), a public repository of structured organic reaction records Starting materials: CC1Cc2cc3nc(NCCN(C)C)n[n+]([O-])c3cc2C1, CO, ClCCl, Nc1cc2c(cc1[N+](=O)[O-])CCC2. Product: CC1Cc2cc3c(cc2C1)[n+]([O-])c(NCCN(C)C)n[n+]3[O-]. RXN SMILES: [CH3:1][N:2]([CH2:3][CH2:4][NH:5][c:6]1[n:7][n+:8]([O-:20])[c:9]2[c:10]([n:11]1)[cH:12][c:13]1[c:17]([cH:18]2)[CH2:16][CH:15]([CH3:19])[CH2:14]1)[CH3:21].[CH3:35][OH:36].[Cl:37][CH2:38][Cl:39].[N+:22](=[O:23])([c:24]1[cH:25][c:26]2[c:27]([cH:31][c:32]1[NH2:33])[CH2:28][CH2:29][CH2:30]2)[O-:34]>>[CH3:1][N:2]([CH2:3][CH2:4][NH:5][c:6]1[n:7][n+:8]([O-:20])[c:9]2[c:10]([n+:11]1[O-:23])[cH:12][c:13]1[c:17]([cH:18]2)[CH2:16][CH:15]([CH3:19])[CH2:14]1)[CH3:21].